Dataset: the Open Reaction Database (ORD), a public repository of structured organic reaction records. Task: describe an organic reaction: reactants, conditions, products, and yield The reactants are Cl.C(C)OCC (hydrochloric acid diethyl ether), CC1=C2C=NNC2=CC=C1O[C@H]1[C@@H](CCCC1)CN ({trans-2-[(4-methyl-1H-indazol-5-yl)oxy]cyclohexyl}methylamine). The solvent is CC(C)O (2-propanol). Conditions: time 1 hour. Product: Cl.CC1=C2C=NNC2=CC=C1O[C@H]1[C@@H](CCCC1)CN ({trans-2-[(4-methyl-1H-indazol-5-yl)oxy]cyclohexyl}methylamine hydrochloride). Yield: 80.7%. As a reaction SMILES: [ClH:1].C(OCC)C.[CH3:7][C:8]1[C:16]([O:17][C@@H:18]2[CH2:23][CH2:22][CH2:21][CH2:20][C@H:19]2[CH2:24][NH2:25])=[CH:15][CH:14]=[C:13]2[C:9]=1[CH:10]=[N:11][NH:12]2>CC(O)C>[ClH:1].[CH3:7][C:8]1[C:16]([O:17][C@@H:18]2[CH2:23][CH2:22][CH2:21][CH2:20][C@H:19]2[CH2:24][NH2:25])=[CH:15][CH:14]=[C:13]2[C:9]=1[CH:10]=[N:11][NH:12]2 |f:0.1,4.5|. Reported procedure: Under a nitrogen atmosphere, 1M-hydrochloric acid-diethyl ether (249 μl, 0.249 mmol) was added to a solution of {trans-2-[(4-methyl-1H-indazol-5-yl)oxy]cyclohexyl}methylamine (53.8 mg, 0.207 mmol) in 2-propanol (1 ml) at room temperature. After 1 hour, the reaction solution was concentrated under reduced pressure and the resulting residue was crystallized from 2-propanol/acetonitrile to obtain {trans-2-[(4-methyl-1H-indazol-5-yl)oxy]cyclohexyl}methylamine hydrochloride (49.4 mg, 81%). The reactants are O=C(O)c1ccc(Oc2ccc(C(F)(F)F)cc2)cc1, C1CCOC1. The product is OCc1ccc(Oc2ccc(C(F)(F)F)cc2)cc1. RXN SMILES: [F:1][C:2]([c:3]1[cH:4][cH:5][c:6]([O:7][c:8]2[cH:9][cH:10][c:11]([C:12](=[O:13])[OH:14])[cH:15][cH:16]2)[cH:17][cH:18]1)([F:19])[F:20].[O:21]1[CH2:22][CH2:23][CH2:24][CH2:25]1>>[F:1][C:2]([c:3]1[cH:4][cH:5][c:6]([O:7][c:8]2[cH:9][cH:10][c:11]([CH2:12][OH:13])[cH:15][cH:16]2)[cH:17][cH:18]1)([F:19])[F:20].